The task is: describe an organic reaction: reactants, conditions, products, and yield. This data is from the Open Reaction Database (ORD), a public repository of structured organic reaction records. Starting materials: CC(=O)O, O=C1Nc2ccc(I)cc2C1=O, NNC(=O)CSc1ccc(S(N)(=O)=O)cc1[N+](=O)[O-]. The product is NS(=O)(=O)c1ccc(SCC(=O)NN=C2C(=O)Nc3ccc(I)cc32)c([N+](=O)[O-])c1. Reaction SMILES: [CH3:32][C:33](=[O:34])[OH:35].[I:1][c:2]1[cH:3][c:4]2[c:8]([cH:9][cH:10]1)[NH:7][C:6](=[O:11])[C:5]2=[O:12].[NH:13]([NH2:14])[C:15]([CH2:16][S:17][c:18]1[c:19]([N+:28](=[O:29])[O-:30])[cH:20][c:21]([S:24](=[O:25])(=[O:26])[NH2:27])[cH:22][cH:23]1)=[O:31]>>[I:1][c:2]1[cH:3][c:4]2[c:8]([cH:9][cH:10]1)[NH:7][C:6](=[O:11])[C:5]2=[N:14][NH:13][C:15]([CH2:16][S:17][c:18]1[c:19]([N+:28](=[O:29])[O-:30])[cH:20][c:21]([S:24](=[O:25])(=[O:26])[NH2:27])[cH:22][cH:23]1)=[O:31]. Reactants: P (phosphine), C1(=CC=CC=C1)P(=O)(C1=C(C=2CCCCC2C=C1)C1=C(C=CC=2CCCCC12)P(=O)(C1=CC=CC=C1)C1=CC=CC=C1)C1=CC=CC=C1 (OcH-BINAP), BrC1=C(C2=CC=CC=C2C=C1)C1=C(C=CC2=CC=CC=C12)Br (2,2'-Dibromo-1,1'-binaphthyl), ( III ), C1(=CC=CC=C1)P(=O)(C1=C(C=2CCCCC2C=C1)C1=C(C=CC=2CCCCC12)P(=O)(C1=CC=CC=C1)C1=CC=CC=C1)C1=CC=CC=C1 (2,2'-bis(diphenylphosphinyl)-5,5',6,6',7,7',8,8'-octahydro-1,1'-binaphthyl). Reagents/catalysts: [Ru] (ruthenium-on-carbon). The product is BrC1=C(C=2CCCCC2C=C1)C1=C(C=CC=2CCCCC12)Br (2,2'-dibromo-5,5',6,6',7,7',8,8'-octahydro-1,1'-binaphthyl). Reaction SMILES: P.C1(P(C2C=CC=CC=2)(C2C=CC3CCCCC=3C=2C2C3CCCCC=3C=CC=2P(C2C=CC=CC=2)(C2C=CC=CC=2)=O)=O)C=CC=CC=1.[Br:50][C:51]1[CH:60]=[CH:59][C:58]2[C:53](=[CH:54][CH:55]=[CH:56][CH:57]=2)[C:52]=1[C:61]1[C:70]2[C:65](=[CH:66][CH:67]=[CH:68][CH:69]=2)[CH:64]=[CH:63][C:62]=1[Br:71]>[Ru]>[Br:50][C:51]1[CH:60]=[CH:59][C:58]2[CH2:57][CH2:56][CH2:55][CH2:54][C:53]=2[C:52]=1[C:61]1[C:70]2[CH2:69][CH2:68][CH2:67][CH2:66][C:65]=2[CH:64]=[CH:63][C:62]=1[Br:71]. Procedure: Of the starting optically active phosphine compounds L1, the optically active compound of formula (III), i.e., 2,2'-bis(diphenylphosphinyl)-5,5',6,6',7,7',8,8'-octahydro-1,1'-binaphthyl (hereinafter abbreviated as OcH-BINAP) can be synthesized, for example, as follows. 2,2'-Dibromo-1,1'-binaphthyl synthesized by the process disclosed in H. Takaya, et al., J. Orc. Chem., Vol. 51, p. 629 (1986) is hydrogenated in the presence of a ruthenium-on-carbon catalyst to obtain 2,2'-dibromo-5,5',6,6',7,7',... Reactants: C(C)(C)(C)OC(NC1=CC=C(C=C1)CCC1=CC=CC=C1)=O ((4-phenethyl-phenyl)-carbamic acid tert-butyl ester), C(=O)(C(F)(F)F)O (TFA). Solvent: C(Cl)Cl (CH2Cl2). Run at time 20 minute. Product: C(CC1=CC=CC=C1)C1=CC=C(C=C1)N (4-phenethyl-phenylamine). Yield: 93.7%. Reaction SMILES: C(OC(=O)[NH:7][C:8]1[CH:13]=[CH:12][C:11]([CH2:14][CH2:15][C:16]2[CH:21]=[CH:20][CH:19]=[CH:18][CH:17]=2)=[CH:10][CH:9]=1)(C)(C)C.C(O)(C(F)(F)F)=O>C(Cl)Cl>[CH2:14]([C:11]1[CH:10]=[CH:9][C:8]([NH2:7])=[CH:13][CH:12]=1)[CH2:15][C:16]1[CH:17]=[CH:18][CH:19]=[CH:20][CH:21]=1. Reported procedure: (4-Phenethyl-phenyl)-carbamic acid tert-butyl ester (Ii, 0.90 g, 3.03 mmol) was dissolved in CH2Cl2 (15 mL) and treated with TFA (15 mL). The reaction was stirred for 20 minutes, concentrated, diluted with EtOAc (200 mL), washed twice with saturated sodium bicarbonate solution and once with brine, dried over Na2SO4, and concentrated to give 0.56 g (94%) of the desired product. Starting materials: C1(CCC1)=O (Cyclobutanone), BrC1=CC(=CC=C1)Br (1,3-dibromo-benzene), solution, C(CCC)[Li] (n-butyllithium). The solvent is O1CCCC1 (tetrahydrofuran), CCCCCC (hexane). Conditions: time 4 hour. Yields the product BrC=1C=C(C=CC1)C1(CCC1)O (1-(3-Bromo-phenyl)-cyclobutanol). Isolated yield 66.1%. Reaction SMILES: Br[C:2]1[CH:7]=[CH:6][CH:5]=[C:4]([Br:8])[CH:3]=1.C([Li])CCC.[C:14]1(=[O:18])[CH2:17][CH2:16][CH2:15]1>O1CCCC1.CCCCCC>[Br:8][C:4]1[CH:3]=[C:2]([C:14]2([OH:18])[CH2:17][CH2:16][CH2:15]2)[CH:7]=[CH:6][CH:5]=1. Reported procedure: To a solution of 1,3-dibromo-benzene (2.36 grams, 10 mmol) in tetrahydrofuran at -78° C. was added a 1.6M solution of n-butyllithium (6.3 ml, 10 mmol) in hexane and stirred for 4 hours. Cyclobutanone (700 mg, 10 mmol) was then added in one portion. After stirring for 2 hours at -78° C., the reaction was quenched with 2N hydrochloric acid. The reaction was warmed to room temperature, diluted with water and extracted with ethyl acetate. The ethyl acetate layer was dried and evaporated to give 2.5 ... Starting materials: Cn1ncc(Br)c1-c1cc(N)ccc1OCCN1CCCOCC1, CS(C)=O, CCN(C(C)C)C(C)C, O=C(Cl)c1ccc(C(F)(F)F)c(F)c1. Yields the product Cn1ncc(Br)c1-c1cc(NC(=O)c2ccc(C(F)(F)F)c(F)c2)ccc1OCCN1CCCOCC1. As a reaction SMILES: [Br:1][c:2]1[c:3](-[c:8]2[cH:9][c:10]([NH2:24])[cH:11][cH:12][c:13]2[O:14][CH2:15][CH2:16][N:17]2[CH2:18][CH2:19][O:20][CH2:21][CH2:22][CH2:23]2)[n:4]([CH3:7])[n:5][cH:6]1.[CH3:48][S:49]([CH3:50])=[O:51].[CH:25]([N:26]([CH2:27][CH3:28])[CH:29]([CH3:30])[CH3:31])([CH3:32])[CH3:33].[F:34][c:35]1[cH:36][c:37]([C:38](=[O:39])[Cl:40])[cH:41][cH:42][c:43]1[C:44]([F:45])([F:46])[F:47]>>[Br:1][c:2]1[c:3](-[c:8]2[cH:9][c:10]([NH:24][C:38]([c:37]3[cH:36][c:35]([F:34])[c:43]([C:44]([F:45])([F:46])[F:47])[cH:42][cH:41]3)=[O:39])[cH:11][cH:12][c:13]2[O:14][CH2:15][CH2:16][N:17]2[CH2:18][CH2:19][O:20][CH2:21][CH2:22][CH2:23]2)[n:4]([CH3:7])[n:5][cH:6]1. Starting materials: Brc1cnc2c(Br)cnn2c1, O=C([O-])O, [Na+], CN(C)C=O, OB(O)c1cccnc1. The product is Brc1cnn2cc(-c3cccnc3)cnc12. RXN SMILES: [Br:10][c:11]1[cH:12][n:13][n:14]2[c:15]1[n:16][cH:17][c:18]([Br:20])[cH:19]2.[C:21](=[O:22])([OH:23])[O-:24].[Na+:25].[O:26]=[CH:27][N:28]([CH3:29])[CH3:30].[n:1]1[cH:2][c:3]([B:7]([OH:8])[OH:9])[cH:4][cH:5][cH:6]1>>[n:1]1[cH:2][c:3](-[c:18]2[cH:17][n:16][c:15]3[c:11]([Br:10])[cH:12][n:13][n:14]3[cH:19]2)[cH:4][cH:5][cH:6]1. Starting materials: C(=O)(C(F)(F)F)O (TFA), C(C)(C)(C)OC(=O)N1CC(C1)C(=O)N1CCC1 (3-(azetidine-1-carbonyl)-azetidine-1-carboxylic acid tert-butyl ester). Run in C(Cl)Cl (DCM). Run at time 1 hour. Yields the product N1CC(C1)C(=O)N1CCC1 (Azetidin-3-yl-azetidin-1-ylmethanone). The yield is 37.0%. As a reaction SMILES: C(O)(C(F)(F)F)=O.C(OC([N:15]1[CH2:18][CH:17]([C:19]([N:21]2[CH2:24][CH2:23][CH2:22]2)=[O:20])[CH2:16]1)=O)(C)(C)C>C(Cl)Cl>[NH:15]1[CH2:18][CH:17]([C:19]([N:21]2[CH2:24][CH2:23][CH2:22]2)=[O:20])[CH2:16]1. Reported procedure: Azetidine hydrochloride salt (515 mg, 5.50 mmol) was added to a solution of azetidine-1,3-dicarboxylic acid mono-tert-butyl ester (1.0 g, 4.97 mmol), HATU (2.09 g, 5.50 mmol) and DIPEA (2.18 mL, 12.52 mmol) in DMF (100 mL) and the resulting mixture stirred at ambient temperature for 1 h, then concentrated in vacuo. The resulting oil was partitioned between EtOAc and water. The organic layer was separated, washed with water and brine, then dried (MgSO4) and concentrated in vacuo to give 3-(azetid...